Dataset: the Open Reaction Database (ORD), a public repository of structured organic reaction records. Task: describe an organic reaction: reactants, conditions, products, and yield The reactants are ClC1=C(CNC=2SCC(N2)=O)C(=CC=C1)C (2-(2-chloro-6-methyl-benzylamino)-thiazol-4-one), C(C)OC1=NC(=NC2=CC=C(C=C12)C=O)NC (4-ethoxy-2-methylamino-quinazoline-6-carbaldehyde), C(C1=CC=CC=C1)(=O)O (benzoic acid), N1CCCCC1 (piperidine). Run in C1(=CC=CC=C1)C (toluene). Run at temperature 150 celsius. The product is ClC1=C(CNC=2SC(C(N2)=O)=CC=2C=C3C(=NC(=NC3=CC2)NC)OCC)C(=CC=C1)C (2-(2-chloro-6-methyl-benzylamino)-5-(4-ethoxy-2-methylamino-quinazolin-6-ylmethylene)-thiazol-4-one). As a reaction SMILES: [Cl:1][C:2]1[CH:15]=[CH:14][CH:13]=[C:12]([CH3:16])[C:3]=1[CH2:4][NH:5][C:6]1[S:7][CH2:8][C:9](=[O:11])[N:10]=1.[CH2:17]([O:19][C:20]1[C:29]2[C:24](=[CH:25][CH:26]=[C:27]([CH:30]=O)[CH:28]=2)[N:23]=[C:22]([NH:32][CH3:33])[N:21]=1)[CH3:18].C(O)(=O)C1C=CC=CC=1.N1CCCCC1>C1(C)C=CC=CC=1>[Cl:1][C:2]1[CH:15]=[CH:14][CH:13]=[C:12]([CH3:16])[C:3]=1[CH2:4][NH:5][C:6]1[S:7][C:8](=[CH:30][C:27]2[CH:28]=[C:29]3[C:24](=[CH:25][CH:26]=2)[N:23]=[C:22]([NH:32][CH3:33])[N:21]=[C:20]3[O:19][CH2:17][CH3:18])[C:9](=[O:11])[N:10]=1. Procedure: To a suspension of 2-(2-chloro-6-methyl-benzylamino)-thiazol-4-one (example 18a, 40.8 mg, 0.16 mmole), and 4-ethoxy-2-methylamino-quinazoline-6-carbaldehyde (example 12f, 45.5 mg, 0.20 mmole) in 2 mL of toluene in a microwave tube were added benzoic acid (2.0 mg, 0.016 mmole) and piperidine (1.5 mg, 0.02 mmole). The reaction mixture was heated to 150° C. with microwave for 30 min. The reaction mixture was then cooled to r.t. and the solid was filtered off, washed with toluene, MeOH and ether to ... Reactants: O=C([O-])[O-], COc1ccc(-c2cc(=Nc3ccc(O)cc3)n(C)c(=O)n2C)cc1OC, CC(C)=O, ClCC1CO1, [K+], [K+]. The product is COc1ccc(-c2cc(=Nc3ccc(OCC4CO4)cc3)n(C)c(=O)n2C)cc1OC. Reaction SMILES: [C:28](=[O:29])([O-:30])[O-:31].[CH3:1][O:2][c:3]1[cH:4][c:5](-[c:11]2[cH:12][c:13](=[N:20][c:21]3[cH:22][cH:23][c:24]([OH:27])[cH:25][cH:26]3)[n:14]([CH3:19])[c:15](=[O:18])[n:16]2[CH3:17])[cH:6][cH:7][c:8]1[O:9][CH3:10].[CH3:39][C:40](=[O:41])[CH3:42].[Cl:34][CH2:35][CH:36]1[CH2:37][O:38]1.[K+:32].[K+:33]>>[CH3:1][O:2][c:3]1[cH:4][c:5](-[c:11]2[cH:12][c:13](=[N:20][c:21]3[cH:22][cH:23][c:24]([O:27][CH2:35][CH:36]4[CH2:37][O:38]4)[cH:25][cH:26]3)[n:14]([CH3:19])[c:15](=[O:18])[n:16]2[CH3:17])[cH:6][cH:7][c:8]1[O:9][CH3:10]. The reactants are C(C)OC(=O)C=1C=NC2=C(C=CC=C2C1Cl)[N+](=O)[O-] (8-nitro-4-chloro-quinoline-3-carboxylic acid ethyl ester), COC=1C=C(CN)C=C(C1)OC (3,5-dimethoxy-benzylamine). The product is C(C)OC(=O)C=1C=NC2=C(C=CC=C2C1NCC1=CC(=CC(=C1)OC)OC)N (8-Amino-4-(3,5-dimethoxy-benzylamino)-quinoline-3-carboxylic acid ethyl ester). Yield: 87.0%. Reaction SMILES: [CH2:1]([O:3][C:4]([C:6]1[CH:7]=[N:8][C:9]2[C:14]([C:15]=1Cl)=[CH:13][CH:12]=[CH:11][C:10]=2[N+:17]([O-])=O)=[O:5])[CH3:2].[CH3:20][O:21][C:22]1[CH:23]=[C:24]([CH:27]=[C:28]([O:30][CH3:31])[CH:29]=1)[CH2:25][NH2:26]>>[CH2:1]([O:3][C:4]([C:6]1[CH:7]=[N:8][C:9]2[C:14]([C:15]=1[NH:26][CH2:25][C:24]1[CH:27]=[C:28]([O:30][CH3:31])[CH:29]=[C:22]([O:21][CH3:20])[CH:23]=1)=[CH:13][CH:12]=[CH:11][C:10]=2[NH2:17])=[O:5])[CH3:2]. Reported procedure: The compound prepared in Example 3 was reacted with 3,5-dimethoxy-benzylamine according to the method as described in Example 4 and the obtained compound was treated as described in Example 14 to prepare the title compound (yield 87%). The reactants are Br.BrCCNC(C1=CC=CC=C1)C (N-(2-bromoethyl)-α-methylbenzylamine hydrobromide), Cl (hydrochloric acid), [Cl-].[Al+3].[Cl-].[Cl-] (aluminum chloride), ice water. Run in ClC1=C(C=CC=C1)Cl (1,2-dichlorobenzene). Reaction conditions: temperature 145 celsius, time 40 minute. Yields the product CC1NCCC2=CC=CC=C12 (1-methyl-1,2,3,4-tetrahydroisoquinoline). Isolated yield 65.4%. Reaction SMILES: Br.Br[CH2:3][CH2:4][NH:5][CH:6]([CH3:13])[C:7]1[CH:12]=[CH:11][CH:10]=[CH:9][CH:8]=1.[Cl-].[Al+3].[Cl-].[Cl-].Cl>ClC1C=CC=CC=1Cl>[CH3:13][CH:6]1[C:7]2[C:12](=[CH:11][CH:10]=[CH:9][CH:8]=2)[CH2:3][CH2:4][NH:5]1 |f:0.1,2.3.4.5|. Procedure: 10.0 g (30.1 mmole) of N-(2-bromoethyl)-α-methylbenzylamine hydrobromide produced in Example 6(1) above was suspended in 60 ml of 1,2-dichlorobenzene and then heated to 145° C. 13.47 g (96.54 mmole) of anhydrous aluminum chloride was added thereto over 40 minutes. The reaction solution was stirred for a further 30 minutes at constant temperature, cooled to room temperature and poured onto 250 g of ice-water with stirring. 30 ml of con. hydrochloric acid was added thereto and the mixture was stir... The reactants are NC1CCCCCCC1, N#Cc1c(F)cccc1F, CN(C)C=O, O. The product is N#Cc1c(F)cccc1NC1CCCCCCC1. Reaction SMILES: [CH:1]1([NH2:9])[CH2:2][CH2:3][CH2:4][CH2:5][CH2:6][CH2:7][CH2:8]1.[F:10][c:11]1[c:12]([C:13]#[N:14])[c:15]([F:19])[cH:16][cH:17][cH:18]1.[O:21]=[CH:22][N:23]([CH3:24])[CH3:25].[OH2:20]>>[CH:1]1([NH:9][c:15]2[c:12]([C:13]#[N:14])[c:11]([F:10])[cH:18][cH:17][cH:16]2)[CH2:2][CH2:3][CH2:4][CH2:5][CH2:6][CH2:7][CH2:8]1. Starting materials: Cl, CCOC(=O)C(C)=Cc1ccc(N(C)C)cc1N, [Na+], C1CCOC1, [OH-]. The product is CC(=Cc1ccc(N(C)C)cc1N)C(=O)O. As a reaction SMILES: [ClH:21].[NH2:1][c:2]1[c:3]([CH:11]=[C:12]([C:13](=[O:14])[O:15][CH2:16][CH3:17])[CH3:18])[cH:4][cH:5][c:6]([N:8]([CH3:9])[CH3:10])[cH:7]1.[Na+:20].[O:22]1[CH2:23][CH2:24][CH2:25][CH2:26]1.[OH-:19]>>[NH2:1][c:2]1[c:3]([CH:11]=[C:12]([C:13](=[O:14])[OH:15])[CH3:18])[cH:4][cH:5][c:6]([N:8]([CH3:9])[CH3:10])[cH:7]1. Product: BrCc1cccc(COC(c2ccccc2)(c2ccccc2)c2ccccc2)n1. Reaction SMILES: [C:49]([Br:50])([Br:51])([Br:52])[Br:53].[Cl:54][CH2:55][Cl:56].[c:1]1([C:7]([O:8][CH2:9][c:10]2[cH:11][cH:12][cH:13][c:14]([CH2:16][OH:17])[n:15]2)([c:18]2[cH:19][cH:20][cH:21][cH:22][cH:23]2)[c:24]2[cH:25][cH:26][cH:27][cH:28][cH:29]2)[cH:2][cH:3][cH:4][cH:5][cH:6]1.[c:30]1([P:31]([c:32]2[cH:33][cH:34][cH:35][cH:36][cH:37]2)[c:38]2[cH:39][cH:40][cH:41][cH:42][cH:43]2)[cH:44][cH:45][cH:46][cH:47][cH:48]1>>[c:1]1([C:7]([O:8][CH2:9][c:10]2[cH:11][cH:12][cH:13][c:14]([CH2:16][Br:50])[n:15]2)([c:18]2[cH:19][cH:20][cH:21][cH:22][cH:23]2)[c:24]2[cH:25][cH:26][cH:27][cH:28][cH:29]2)[cH:2][cH:3][cH:4][cH:5][cH:6]1. Starting materials: BrC(Br)(Br)Br, ClCCl, OCc1cccc(COC(c2ccccc2)(c2ccccc2)c2ccccc2)n1, c1ccc(P(c2ccccc2)c2ccccc2)cc1.